From a dataset of the Open Reaction Database (ORD), a public repository of structured organic reaction records. describe an organic reaction: reactants, conditions, products, and yield Starting materials: CC1=C(C(=CC=C1C)C)O (2,3,6-trimethylphenol), RuCl3.3H2O, OO (hydrogen peroxide). Run in C(C)(=O)O (acetic acid). Conditions: time 5 hour. Yields the product CC=1C(C(=CC(C1C)=O)C)=O (2,3,6-trimethylbenzoquinone). The yield is 90.0%. Reaction SMILES: [CH3:1][C:2]1[C:7]([CH3:8])=[CH:6][CH:5]=[C:4]([CH3:9])[C:3]=1[OH:10].[OH:11]O>C(O)(=O)C>[CH3:1][C:2]1[C:3](=[O:10])[C:4]([CH3:9])=[CH:5][C:6](=[O:11])[C:7]=1[CH3:8]. Procedure details: 500 mg of 2,3,6-trimethylphenol and 10 mg of RuCl3.3H2O were dissolved in 5 ml of acetic acid, and 1 g of 30% hydrogen peroxide was dropwise added to the solution at room temperature. The mixture was stirred for 5 hours. (In some cases, a dimer precipitates in the reaction solution (from 0 to 10%), but it can readily be removed by filtration.) After adding a small amount of a sodium thiosulfate solution, the reaction mixture was extracted with ether. The ether layer was dried over magnesium sulf... Reactants: C1=C(C=CC2=CC=C(C=C12)C=1C2=CC=CC=C2C(=C2C=CC=CC12)Br)C1=CC2=CC=CC=C2C=C1 (9-([2,2′-binaphthalen]-7-yl)-10-bromoanthracene), C=1(C(=CC=CC1)B(O)O)C1=CC=CC=C1 (m-biphenylboronic acid), P(=O)([O-])([O-])[O-].[K+].[K+].[K+] (potassium phosphate), C1(=CC=CC=C1)C (toluene). The reagents and catalysts are C=1C=CC(=CC1)[P](C=2C=CC=CC2)(C=3C=CC=CC3)[Pd]([P](C=4C=CC=CC4)(C=5C=CC=CC5)C=6C=CC=CC6)([P](C=7C=CC=CC7)(C=8C=CC=CC8)C=9C=CC=CC9)[P](C=1C=CC=CC1)(C=1C=CC=CC1)C=1C=CC=CC1 (Pd(PPh3)4). The solvent is C(C)O (ethanol), O (water). The product is C1(=CC(=CC=C1)C=1C2=CC=CC=C2C(=C2C=CC=CC12)C1=CC=C2C=CC(=CC2=C1)C1=CC2=CC=CC=C2C=C1)C1=CC=CC=C1 (9-([1,1′-biphenyl]-3-yl)-10-([2,2′-binaphthalen]-7-yl)anthracene). The yield is 21.9%. Reaction SMILES: [CH:1]1[C:10]2[C:5](=[CH:6][CH:7]=[C:8]([C:11]3[C:12]4[C:17]([C:18](Br)=[C:19]5[C:24]=3[CH:23]=[CH:22][CH:21]=[CH:20]5)=[CH:16][CH:15]=[CH:14][CH:13]=4)[CH:9]=2)[CH:4]=[CH:3][C:2]=1[C:26]1[CH:35]=[CH:34][C:33]2[C:28](=[CH:29][CH:30]=[CH:31][CH:32]=2)[CH:27]=1.[C:36]1([C:45]2[CH:50]=[CH:49][CH:48]=[CH:47][CH:46]=2)[C:37](B(O)O)=[CH:38][CH:39]=[CH:40][CH:41]=1.P([O-])([O-])([O-])=O.[K+].[K+].[K+].C1(C)C=CC=CC=1>C1C=CC([P]([Pd]([P](C2C=CC=CC=2)(C2C=CC=CC=2)C2C=CC=CC=2)([P](C2C=CC=CC=2)(C2C=CC=CC=2)C2C=CC=CC=2)[P](C2C=CC=CC=2)(C2C=CC=CC=2)C2C=CC=CC=2)(C2C=CC=CC=2)C2C=CC=CC=2)=CC=1.O.C(O)C>[C:36]1([C:45]2[CH:50]=[CH:49][CH:48]=[CH:47][CH:46]=2)[CH:37]=[CH:38][CH:39]=[C:40]([C:18]2[C:19]3[C:24]([C:11]([C:8]4[CH:9]=[C:10]5[C:5]([CH:4]=[CH:3][C:2]([C:26]6[CH:35]=[CH:34][C:33]7[C:28](=[CH:29][CH:30]=[CH:31][CH:32]=7)[CH:27]=6)=[CH:1]5)=[CH:6][CH:7]=4)=[C:12]4[C:17]=2[CH:16]=[CH:15][CH:14]=[CH:13]4)=[CH:23][CH:22]=[CH:21][CH:20]=3)[CH:41]=1 |f:2.3.4.5,^1:69,71,90,109|. Procedure details: Under the nitrogen atmosphere, ([9-([2,2′-binaphthalen]-7-yl)-10-bromoanthracene (2.0 g) as the tenth intermediate compound, m-biphenylboronic acid (1.4 g), Pd(PPh3)4] (0.1 g), potassium phosphate (1.7 g), and a mixture solvent (16 ml) of toluene and ethanol (toluene/ethanol=4/1 (volume ratio)) were added to a flask and refluxed for 10 hours. Once the heating is completed, the reaction solution was cooled to room temperature and added with water. The precipitates were collected by suction filtra... The reactants are COC1=CC=C(C=C1)C(CC(C(F)(F)F)=O)=O (1-(4-methoxy-phenyl)-4,4,4-trifluoro-butane-1,3-dione), 4-methoxy-acetophenone, NC1=NNC=C1C1=CC=NC=C1 (3-amino-4-(4-pyridinyl)-pyrazole). The product is COC1=CC=C(C=C1)C1=NC=2N(C(=C1)C(F)(F)F)N=CC2C2=CC=NC=C2 (5-(4-Methoxy-phenyl)-3-pyridin-4-yl-7-trifluoromethyl-pyrazolo[1,5-a]pyrimidine). Isolated yield 59.4%. RXN SMILES: [CH3:1][O:2][C:3]1[CH:8]=[CH:7][C:6]([C:9](=O)[CH2:10][C:11](=O)[C:12]([F:15])([F:14])[F:13])=[CH:5][CH:4]=1.[NH2:18][C:19]1[C:23]([C:24]2[CH:29]=[CH:28][N:27]=[CH:26][CH:25]=2)=[CH:22][NH:21][N:20]=1>>[CH3:1][O:2][C:3]1[CH:8]=[CH:7][C:6]([C:9]2[CH:10]=[C:11]([C:12]([F:15])([F:14])[F:13])[N:20]3[N:21]=[CH:22][C:23]([C:24]4[CH:29]=[CH:28][N:27]=[CH:26][CH:25]=4)=[C:19]3[N:18]=2)=[CH:5][CH:4]=1. Procedure details: Reaction of 1-(4-methoxy-phenyl)-4,4,4-trifluoro-butane-1,3-dione (123 mg, 0.5 mmol), prepared from commercially available 4-methoxy-acetophenone according to general procedure A, and 3-amino-4-(4-pyridinyl)-pyrazole [CAS No. 216661-87-9; prepared from 4-cyanomethyl-pyridine as described in Bioorg. Med. Chem. Lett. 12 (2002) 3537-3541] (80 mg, 0.5 mmol) according to general procedure B yielded the title compound as a yellow solid (110 mg, 59%). MS (ISP) 371.2 [(M+H)+]; mp 244° C. The reactants are OCc1nc(-c2ccc(OCc3ccccc3)cc2)ns1, Cc1ccccc1, O, BrP(Br)Br. Product: BrCc1nc(-c2ccc(OCc3ccccc3)cc2)ns1. RXN SMILES: [CH2:1]([c:2]1[cH:3][cH:4][cH:5][cH:6][cH:7]1)[O:8][c:9]1[cH:10][cH:11][c:12](-[c:15]2[n:16][s:17][c:18]([CH2:20][OH:21])[n:19]2)[cH:13][cH:14]1.[CH3:27][c:28]1[cH:29][cH:30][cH:31][cH:32][cH:33]1.[OH2:26].[P:22]([Br:23])([Br:24])[Br:25]>>[CH2:1]([c:2]1[cH:3][cH:4][cH:5][cH:6][cH:7]1)[O:8][c:9]1[cH:10][cH:11][c:12](-[c:15]2[n:16][s:17][c:18]([CH2:20][Br:23])[n:19]2)[cH:13][cH:14]1. Reactants: C(C)(C)C1=C(C=CC=C1)O (2-isopropyl-phenol), COC(C(CC1=CC(=CC=C1)OCCBr)OC)=O (3-[3-(2-bromo-ethoxy)-phenyl]-2-methoxy-propionic acid methyl ester), CO[C@H](C(=O)O)CC1=CC=C(C=C1)OCCCOC1=CC=CC=C1 ((2S)-2-methoxy-3-[4-(3-phenoxy-propoxy)-phenyl]-propionic acid). Product: C(C)(C)C1=C(OCCOC=2C=C(C=CC2)CC(C(=O)O)OC)C=CC=C1 (3-{3-[2-(2-isopropyl-phenoxy)-ethoxy]-phenyl}-2-methoxy-propionic acid). As a reaction SMILES: [CH:1]([C:4]1[CH:9]=[CH:8][CH:7]=[CH:6][C:5]=1[OH:10])([CH3:3])[CH3:2].C[O:12][C:13](=[O:28])[CH:14]([O:26][CH3:27])[CH2:15][C:16]1[CH:21]=[CH:20][CH:19]=[C:18]([O:22][CH2:23][CH2:24]Br)[CH:17]=1.CO[C@@H](CC1C=CC(OCCCOC2C=CC=CC=2)=CC=1)C(O)=O>>[CH:1]([C:4]1[CH:9]=[CH:8][CH:7]=[CH:6][C:5]=1[O:10][CH2:24][CH2:23][O:22][C:18]1[CH:17]=[C:16]([CH2:15][CH:14]([O:26][CH3:27])[C:13]([OH:28])=[O:12])[CH:21]=[CH:20][CH:19]=1)([CH3:3])[CH3:2]. Reported procedure: The title compound was prepared from 2-isopropyl-phenol and 3-[3-(2-bromo-ethoxy)-phenyl]-2-methoxy-propionic acid methyl ester (Example 351, Step 1) via the same procedure used for the preparation of (2S)-2-methoxy-3-[4-(3-phenoxy-propoxy)-phenyl]-propionic acid (Example 285, Step 1). The enatiomers were separated by chiral HPLC. MS (ES) for C21H26O5 [M−H]−:357.2.